Dataset: the Open Reaction Database (ORD), a public repository of structured organic reaction records. Task: describe an organic reaction: reactants, conditions, products, and yield Reactants: CC(C)(C)OC(=O)N(CCNS(=O)(=O)c1cccc2cnccc12)CCOc1ccccc1Cc1ccccc1, CI, CCOC(C)=O, [K+], [K+], O=C([O-])[O-], CN(C)C=O. Yields the product CN(CCN(CCOc1ccccc1Cc1ccccc1)C(=O)OC(C)(C)C)S(=O)(=O)c1cccc2cnccc12. RXN SMILES: [C:7]([CH3:8])([CH3:9])([CH3:10])[O:11][C:12]([N:13]([CH2:14][CH2:15][NH:16][S:17](=[O:18])(=[O:19])[c:20]1[c:21]2[cH:22][cH:23][n:24][cH:25][c:26]2[cH:27][cH:28][cH:29]1)[CH2:30][CH2:31][O:32][c:33]1[c:34]([CH2:39][c:40]2[cH:41][cH:42][cH:43][cH:44][cH:45]2)[cH:35][cH:36][cH:37][cH:38]1)=[O:46].[CH3:47][I:48].[CH3:54][CH2:55][O:56][C:57]([CH3:58])=[O:59].[K+:1].[K+:2].[O-:3][C:4]([O-:5])=[O:6].[O:49]=[CH:50][N:51]([CH3:52])[CH3:53]>>[CH3:4][N:16]([CH2:15][CH2:14][N:13]([C:12]([O:11][C:7]([CH3:8])([CH3:9])[CH3:10])=[O:46])[CH2:30][CH2:31][O:32][c:33]1[c:34]([CH2:39][c:40]2[cH:41][cH:42][cH:43][cH:44][cH:45]2)[cH:35][cH:36][cH:37][cH:38]1)[S:17](=[O:18])(=[O:19])[c:20]1[c:21]2[cH:22][cH:23][n:24][cH:25][c:26]2[cH:27][cH:28][cH:29]1. The reactants are ClC=1C=C(C=NC1Cl)C(=O)Cl (5,6-dichloro-pyridine-3-carbonyl chloride), ONC(C(C)(C)C)=N (N-hydroxy-2,2-dimethylpropanimidamide). Run in C1(=CC=CC=C1)C (toluene). Conditions: time 2 hour. Yields the product C(C)(C)(C)C1=NOC(=N1)C=1C=NC(=C(C1)Cl)Cl (3-t-Butyl-5-(5,6-dichloro-3-pyridyl)-1,2,4-oxadiazole). Yield: 55.5%. Reaction SMILES: [Cl:1][C:2]1[CH:3]=[C:4]([C:9](Cl)=[O:10])[CH:5]=[N:6][C:7]=1[Cl:8].O[NH:13][C:14](=[NH:19])[C:15]([CH3:18])([CH3:17])[CH3:16]>C1(C)C=CC=CC=1>[C:15]([C:14]1[N:19]=[C:9]([C:4]2[CH:5]=[N:6][C:7]([Cl:8])=[C:2]([Cl:1])[CH:3]=2)[O:10][N:13]=1)([CH3:18])([CH3:17])[CH3:16]. Procedure: A mixture of 5,6-dichloro-pyridine-3-carbonyl chloride (1.8 g, 8.6 mmol) and N-hydroxy-2,2-dimethylpropanimidamide (1.0 g, 8.6 mmol) in toluene (40 mL) was stirred at room temperature for two hours and then heated under reflux for four hours. The mixture was cooled to room temperature and filtered through celite, the solids being washed with toluene (20 mL). Evaporation of the combined filtrates under reduced pressure gave the desired product (1.3 g, 56%) as a clear oil which crystallised on sta...